Dataset: the Open Reaction Database (ORD), a public repository of structured organic reaction records. Task: describe an organic reaction: reactants, conditions, products, and yield Starting materials: O1C(CN2CCC(CC2)C2=NOC3=C2C=CC(=C3)F)C1 (N-[3-(2,3-epoxy)propyl]-4-(6-fluoro-1,2-benzisoxaz-3-yl)piperidine), C1NCCC2=CC=CC=C12 (1,2,3,4-tetrahydroisoquinoline), C(\C=C\C(=O)O)(=O)O (fumaric acid). The solvent is C(C)(C)O (isopropyl alcohol), C(C)O (ethanol). Yields the product C(\C=C\C(=O)O)(=O)O.C(\C=C\C(=O)O)(=O)O.FC1=CC2=C(C(=NO2)C2CCN(CC2)CC(CN2CC3=CC=CC=C3CC2)O)C=C1 (N-[3-[4-(6-Fluoro-1,2-benzisoxazol-3-yl)-1-piperidinyl]-2-hydroxy-1-propyl]-1,2,3,4-tetrahydroisoquinoline difumarate). As a reaction SMILES: [O:1]1[CH2:20][CH:2]1[CH2:3][N:4]1[CH2:9][CH2:8][CH:7]([C:10]2[C:14]3[CH:15]=[CH:16][C:17]([F:19])=[CH:18][C:13]=3[O:12][N:11]=2)[CH2:6][CH2:5]1.[CH2:21]1[C:30]2[C:25](=[CH:26][CH:27]=[CH:28][CH:29]=2)[CH2:24][CH2:23][NH:22]1.[C:31]([OH:38])(=[O:37])/[CH:32]=[CH:33]/[C:34]([OH:36])=[O:35]>C(O)(C)C.C(O)C>[C:31]([OH:38])(=[O:37])/[CH:32]=[CH:33]/[C:34]([OH:36])=[O:35].[C:31]([OH:38])(=[O:37])/[CH:32]=[CH:33]/[C:34]([OH:36])=[O:35].[F:19][C:17]1[CH:16]=[CH:15][C:14]2[C:10]([CH:7]3[CH2:8][CH2:9][N:4]([CH2:3][CH:2]([OH:1])[CH2:20][N:22]4[CH2:23][CH2:24][C:25]5[C:30](=[CH:29][CH:28]=[CH:27][CH:26]=5)[CH2:21]4)[CH2:5][CH2:6]3)=[N:11][O:12][C:13]=2[CH:18]=1 |f:5.6.7|. Procedure: A mixture of N-[3-(2,3-epoxy)propyl]-4-(6-fluoro-1,2-benzisoxaz-3-yl)piperidine (3.56 g, 12.9 mmol) and 1,2,3,4-tetrahydroisoquinoline (2.06 g, 15.4 mmol) in isopropyl alcohol (150 ml) was heated at reflux for 4 hours. At the end of the reaction, the solvent was removed. The residual oil was purified by flash chromatography over a silica gel column (SiO2, 45 g, eluted with 1% CH3OH: 99% methylene chloride). The product thus purified as a light oil, weighed 4.15 g. The oil was treated with a solu...